From a dataset of the Open Reaction Database (ORD), a public repository of structured organic reaction records. describe an organic reaction: reactants, conditions, products, and yield Reactants: P(=O)(O)(O)CC=1C=2N(C=CC1)C=C(N2)C(=O)O (8-(phosphonomethyl)imidazo[1,2-a]pyridine-2-carboxylic acid), O1CCOCC1 (dioxane), C(C)OP(=O)(OCC)C(C1=CC=CC=2N1C=C(N2)C(=O)OCC)O (Ethyl 5-[(diethoxyphosphinyl)hydroxymethyl]imidazo[1,2-a]pyridine-2-carboxylate), ClCl (Cl2). Yields the product Cl.C(C)OP(=O)(OCC)C(C1=CC=CC=2N1C=C(N2)C(=O)OCC)O (Ethyl 5-[(diethoxyphosphinyl)hydroxymethyl]imidazo[1,2-a]pyridine-2-carboxylate, monohydrochloride). The yield is 99.0%. As a reaction SMILES: [CH2:1]([O:3][P:4]([CH:9]([OH:24])[C:10]1[N:15]2[CH:16]=[C:17]([C:19]([O:21][CH2:22][CH3:23])=[O:20])[N:18]=[C:14]2[CH:13]=[CH:12][CH:11]=1)([O:6][CH2:7][CH3:8])=[O:5])[CH3:2].P(CC1C2N(C=C(C(O)=O)N=2)C=CC=1)(O)(O)=O.O1CCOCC1.[Cl:48]Cl>>[ClH:48].[CH2:1]([O:3][P:4]([CH:9]([OH:24])[C:10]1[N:15]2[CH:16]=[C:17]([C:19]([O:21][CH2:22][CH3:23])=[O:20])[N:18]=[C:14]2[CH:13]=[CH:12][CH:11]=1)([O:6][CH2:7][CH3:8])=[O:5])[CH3:2] |f:4.5|. Reported procedure: The product from Example 55 (1.2 g, 3.37 mmol) was dissolved in CH2 Cl2 (15 mL) and treated with 6N HCl in dioxane (0.56 mL, 3.37 mmol). The resulting salt was precipitated with Et2O, filtered, washed with Et2O, and dried in vacuo to give 1.3 g (99%) of the title product. Reactants: ClC1=C(C(=O)N[C@@H]2CC[C@H](CC2)C=O)C=C(C=C1)C(F)(F)F (trans-2-chloro-N-(4-formylcyclohexyl)-5-(trifluoromethyl)-benzamide), C[Mg]Br (methylmagnesium bromide), solution. Run in C1CCOC1 (THF), C1CCOC1 (THF). Run at time 1 hour. Product: ClC1=C(C(=O)N[C@@H]2CC[C@H](CC2)[C@H](C)O)C=C(C=C1)C(F)(F)F (Trans-2-chloro-N-(−4-((S)-1-hydroxyethyl)-cyclohexyl)-5-(trifluoromethyl)benzamide). Reaction SMILES: [Cl:1][C:2]1[CH:18]=[CH:17][C:16]([C:19]([F:22])([F:21])[F:20])=[CH:15][C:3]=1[C:4]([NH:6][C@H:7]1[CH2:12][CH2:11][C@H:10]([CH:13]=[O:14])[CH2:9][CH2:8]1)=[O:5].[CH3:23][Mg]Br>C1COCC1>[Cl:1][C:2]1[CH:18]=[CH:17][C:16]([C:19]([F:20])([F:21])[F:22])=[CH:15][C:3]=1[C:4]([NH:6][C@H:7]1[CH2:12][CH2:11][C@H:10]([C@@H:13]([OH:14])[CH3:23])[CH2:9][CH2:8]1)=[O:5]. Reported procedure: To a solution of trans-2-chloro-N-(4-formylcyclohexyl)-5-(trifluoromethyl)-benzamide (1.00 g, 3.00 mmol) in THF (50 mL) is added methylmagnesium bromide 2.5 mL of a 3M solution in THF, 7.49 mmol,) and the reaction mixture is stirred at room temperature for 1 hour. The reaction mixture is quenched with water and partitioned between EtOAc and water. The organic phase is washed with water and brine, dried over MgSO4, filtered and the solvent is removed in vacuo. The mixture is used directly in step... The reactants are CC(=O)O[BH-](OC(C)=O)OC(C)=O, CN(C)C1(c2ccccc2)CCC(=O)CC1, CC(=O)O, ClCCCl, CCn1c2ccccc2c2cc(N)ccc21, [Na+]. Product: CCn1c2ccccc2c2cc(NC3CCC(c4ccccc4)(N(C)C)CC3)ccc21. RXN SMILES: [C:37]([O:38][BH-:39]([O:40][C:41](=[O:42])[CH3:43])[O:44][C:45](=[O:46])[CH3:47])(=[O:48])[CH3:49].[CH3:17][N:18]([C:19]1([c:26]2[cH:27][cH:28][cH:29][cH:30][cH:31]2)[CH2:20][CH2:21][C:22](=[O:25])[CH2:23][CH2:24]1)[CH3:32].[CH3:33][C:34](=[O:35])[OH:36].[Cl:51][CH2:52][CH2:53][Cl:54].[NH2:1][c:2]1[cH:3][cH:4][c:5]2[n:6]([CH2:15][CH3:16])[c:7]3[cH:8][cH:9][cH:10][cH:11][c:12]3[c:13]2[cH:14]1.[Na+:50]>>[NH:1]([c:2]1[cH:3][cH:4][c:5]2[n:6]([CH2:15][CH3:16])[c:7]3[cH:8][cH:9][cH:10][cH:11][c:12]3[c:13]2[cH:14]1)[CH:22]1[CH2:21][CH2:20][C:19]([N:18]([CH3:17])[CH3:32])([c:26]2[cH:27][cH:28][cH:29][cH:30][cH:31]2)[CH2:24][CH2:23]1.